This data is from the Open Reaction Database (ORD), a public repository of structured organic reaction records. The task is: describe an organic reaction: reactants, conditions, products, and yield Reactants: Oc1cc(CBr)ccc1Br, [C-]#N, [K+], CN(C)C=O, O. RXN SMILES: [Br:4][c:5]1[c:6]([OH:13])[cH:7][c:8]([CH2:11][Br:12])[cH:9][cH:10]1.[C-:1]#[N:2].[K+:3].[O:14]=[CH:15][N:16]([CH3:17])[CH3:18].[OH2:19]>>[C:1](#[N:2])[CH2:11][c:8]1[cH:7][c:6]([OH:13])[c:5]([Br:4])[cH:10][cH:9]1. Yields the product N#CCc1ccc(Br)c(O)c1. Starting materials: O (water), ClC1=NC=CC=C1Cl (2,3-dichloropyridine), OC1CCCNC1 (5-hydroxyl piperidine), OC1CCCNC1 (5-hydroxyl piperidine). Run in CS(=O)C (DMSO). Reaction conditions: time 8 hour. The product is ClC=1C(=NC=CC1)N1CCC(CC1)O (1-(3-chloropyridin-2-yl)piperidin-4-ol). Reaction SMILES: Cl[C:2]1[C:7]([Cl:8])=[CH:6][CH:5]=[CH:4][N:3]=1.O[CH:10]1[CH2:15][NH:14][CH2:13][CH2:12][CH2:11]1.[OH2:16]>CS(C)=O>[Cl:8][C:7]1[C:2]([N:14]2[CH2:13][CH2:12][CH:11]([OH:16])[CH2:10][CH2:15]2)=[N:3][CH:4]=[CH:5][CH:6]=1. Procedure details: 2,3-dichloropyridine (10 g, 68 mmol) and 5-hydroxyl piperidine (compound 19) (26 g, 272 mmol) in DMSO was heated at 120° C. and stirred overnight. After the reaction was completed, three times of water was added into the reaction solution. The reaction mixture was extracted by ethyl acetate. The organic layer was evaporated to give a crude product, which was purified using column chromatography to give the product. (17 g, 93%)